From a dataset of the Open Reaction Database (ORD), a public repository of structured organic reaction records. describe an organic reaction: reactants, conditions, products, and yield Reactants: C(C)[C@H]1[C@H](C[C@H](C1)O)C(=O)O ((1S,2R,4S)-2-ethyl-4-hydroxycyclopentanecarboxylic acid), TEA, C1COC(=O)N1P(=O)(N2CCOC2=O)Cl (BOP-Cl), CCOCC (Et2O), CCOCC (Et2O). Run in C(Cl)Cl (DCM), C(Cl)Cl (DCM). Reaction conditions: time 2 hour. Product: C(C)[C@H]1[C@H]2C(O[C@@H](C1)C2)=O ((1S,4S,5R)-5-ethyl-2-oxabicyclo[2.2.1]heptan-3-one), TEA. Isolated yield 99.0%. As a reaction SMILES: [CH2:1]([C@@H:3]1[CH2:7][C@H:6](O)[CH2:5][C@@H:4]1[C:9]([OH:11])=[O:10])[CH3:2].C1N(P(Cl)(N2C(=O)OCC2)=O)C(=O)OC1.CCOCC>C(Cl)Cl>[CH2:1]([C@@H:3]1[CH2:7][C@H:6]2[CH2:5][C@@H:4]1[C:9](=[O:10])[O:11]2)[CH3:2]. Procedure details: To (1S,2R,4S)-2-ethyl-4-hydroxycyclopentanecarboxylic acid (0.943 g, 5.96 mmol, Example #4, Step H) in DCM (60 mL) was added TEA (2.5 mL, 18 mmol) and BOP-Cl (1.82 g, 7.15 mmol). The reaction mixture was stirred at ambient temperature for about 2 h then poured into Et2O (350 mL). The solid was removed by filtration while washing with Et2O (50 mL). The filtrate was concd under reduced pressure to give a yellow oil which was dissolved in DCM (5 mL) and Et2O was added to give a solid. The supernata... Reaction SMILES: C1(P(C2C=CC=CC=2)C2C=CC=CC=2)C=CC=CC=1.N(C(OC(C)C)=O)=NC(OC(C)C)=O.[CH:34]1([CH:37]([C:40]2[CH:45]=[CH:44][C:43]([Cl:46])=[CH:42][CH:41]=2)[CH2:38][OH:39])[CH2:36][CH2:35]1.[S:47]1[CH:51]=[CH:50][CH:49]=[C:48]1[CH2:52][C:53](O)=[O:54]>O1CCCC1>[S:47]1[CH:51]=[CH:50][CH:49]=[C:48]1[CH2:52][C:53]([O:39][CH2:38][CH:37]([CH:34]1[CH2:36][CH2:35]1)[C:40]1[CH:45]=[CH:44][C:43]([Cl:46])=[CH:42][CH:41]=1)=[O:54]. Product: S1C(=CC=C1)CC(=O)OCC(C1=CC=C(C=C1)Cl)C1CC1 (2-cyclopropyl-2-(4-chlorophenyl)ethyl thiolacetate). The solvent is O1CCCC1 (tetrahydrofuran). Procedure details: A stirred solution of 11.7 grams (0.045 mole) of triphenylphosphine in 75 mL of dry tetrahydrofuran was cooled to 0° C., and 9.0 grams (0.045 mole) of diisopropyl azodicarboxylate was added dropwise. Upon completion of addition, the reaction mixture was allowed to warm to ambient temperature where it stirred for 30 minutes. Successively, 4.4 grams (0.022 mole) of 2-cyclopropyl-2-(4-chlorophenyl)ethanol (prepared in Example 1, Step B) and 3.4 grams (0.045 mole) of thiolacetic acid were then added... Reaction conditions: time 30 minute. The reactants are C1(=CC=CC=C1)P(C1=CC=CC=C1)C1=CC=CC=C1 (triphenylphosphine), C1(CC1)C(CO)C1=CC=C(C=C1)Cl (2-cyclopropyl- 2-(4-chlorophenyl)ethanol), S1C(=CC=C1)CC(=O)O (thiolacetic acid), N(=NC(=O)OC(C)C)C(=O)OC(C)C (diisopropyl azodicarboxylate). Yield: 65.2%. Starting materials: CSC1=CC=C(C=O)C=C1 (4-(methylthio)benzaldehyde), C(C1=CC=CC=C1)Cl (benzyl chloride). Yields the product CSC1=CC=C(C=C1)C(CC1=CC=CC=C1)=O (1-(4-(methylthio)phenyl)-2-phenylethanone). As a reaction SMILES: [CH3:1][S:2][C:3]1[CH:10]=[CH:9][C:6]([CH:7]=[O:8])=[CH:5][CH:4]=1.[CH2:11](Cl)[C:12]1[CH:17]=[CH:16][CH:15]=[CH:14][CH:13]=1>>[CH3:1][S:2][C:3]1[CH:10]=[CH:9][C:6]([C:7](=[O:8])[CH2:11][C:12]2[CH:17]=[CH:16][CH:15]=[CH:14][CH:13]=2)=[CH:5][CH:4]=1. Reported procedure: The title compound was prepared from 4-(methylthio)benzaldehyde and benzyl chloride by the same method as described in Step 1 of Example 4.